From a dataset of the Open Reaction Database (ORD), a public repository of structured organic reaction records. describe an organic reaction: reactants, conditions, products, and yield Reactants: BrCC=1C=C2N=CC=NC2=CC1 (6-bromomethyl-quinoxaline), C(C)(C)(C)C1=CC=C(C=C1)C=1N=C2N(C(=CC=C2)N2CCNCC2)C1 (2-(4-tert-Butyl-phenyl)-5-piperazin-1-yl-imidazo[1,2-a]pyridine), C(C)(C)N(CC)C(C)C (diisopropylethylamine). The solvent is C(C)(=O)OCC (ethyl acetate), CS(=O)C (DMSO). Reaction conditions: time 8 hour. The product is C(C)(C)(C)C1=CC=C(C=C1)C=1N=C2N(C(=CC=C2)N2CCN(CC2)CC=2C=C3N=CC=NC3=CC2)C1 (6-{4-[2-(4-tert-Butyl-phenyl)-imidazo[1,2-a]pyridin-5-yl]-piperazin-1-ylmethyl}-quinoxaline). Yield: 29.4%. RXN SMILES: [C:1]([C:5]1[CH:10]=[CH:9][C:8]([C:11]2[N:12]=[C:13]3[CH:18]=[CH:17][CH:16]=[C:15]([N:19]4[CH2:24][CH2:23][NH:22][CH2:21][CH2:20]4)[N:14]3[CH:25]=2)=[CH:7][CH:6]=1)([CH3:4])([CH3:3])[CH3:2].Br[CH2:27][C:28]1[CH:29]=[C:30]2[C:35](=[CH:36][CH:37]=1)[N:34]=[CH:33][CH:32]=[N:31]2.C(N(C(C)C)CC)(C)C>CS(C)=O.C(OCC)(=O)C>[C:1]([C:5]1[CH:10]=[CH:9][C:8]([C:11]2[N:12]=[C:13]3[CH:18]=[CH:17][CH:16]=[C:15]([N:19]4[CH2:24][CH2:23][N:22]([CH2:27][C:28]5[CH:29]=[C:30]6[C:35](=[CH:36][CH:37]=5)[N:34]=[CH:33][CH:32]=[N:31]6)[CH2:21][CH2:20]4)[N:14]3[CH:25]=2)=[CH:7][CH:6]=1)([CH3:4])([CH3:2])[CH3:3]. Reported procedure: 2-(4-tert-Butyl-phenyl)-5-piperazin-1-yl-imidazo[1,2-a]pyridine (0.086 g, 0.258 mmol) was dissolved in DMSO (1 mL) and treated with 6-bromomethyl-quinoxaline (0.072 g, 0.323 mmol) followed by diisopropylethylamine (0.046 mL, 0.258 mmol). The mixture was stirred at room temperature overnight and diluted with ethyl acetate (10 mL). The solution was washed with water and saturated sodium chloride, dried over magnesium sulfate, filtered and concentrated under reduced pressure to yield the crude prod... Reactants: BrC1=C(C=CC(=C1)F)C1N=C(NC(=C1C(=O)OCC)C)Cl (Ethyl 4-(2-bromo-4-fluorophenyl)-2-chloro-6-methyl-1,4-dihydropyrimidine-5-carboxylate), N1N=C(N=C1)C#N (1H-1,2,4-triazole-3-carbonitrile). The product is BrC1=C(C=CC(=C1)F)C1N=C(NC(=C1C(=O)OCC)C)N1N=C(N=C1)C#N (Ethyl 4-(2-bromo-4-fluorophenyl)-2-(3-cyano-1H-1,2,4-triazol-1-yl)-6-methyl-1,4-dihydropyrimidine-5-carboxylate). Isolated yield 49.9%. Reaction SMILES: [Br:1][C:2]1[CH:7]=[C:6]([F:8])[CH:5]=[CH:4][C:3]=1[CH:9]1[C:14]([C:15]([O:17][CH2:18][CH3:19])=[O:16])=[C:13]([CH3:20])[NH:12][C:11](Cl)=[N:10]1.[NH:22]1[CH:26]=[N:25][C:24]([C:27]#[N:28])=[N:23]1>>[Br:1][C:2]1[CH:7]=[C:6]([F:8])[CH:5]=[CH:4][C:3]=1[CH:9]1[C:14]([C:15]([O:17][CH2:18][CH3:19])=[O:16])=[C:13]([CH3:20])[NH:12][C:11]([N:22]2[CH:26]=[N:25][C:24]([C:27]#[N:28])=[N:23]2)=[N:10]1. Procedure details: Ethyl 4-(2-bromo-4-fluorophenyl)-2-chloro-6-methyl-1,4-dihydropyrimidine-5-carboxylate (3.77 g, 10 mmol) was reacted with 1H-1,2,4-triazole-3-carbonitrile (2.82 g, 30 mmol) according to the procedure as described in Example 48, Step A to give the title compound as a pale yellow solid (2.16 g, 50%). The compound was characterized by the following spectroscopic data: